From a dataset of the Open Reaction Database (ORD), a public repository of structured organic reaction records. describe an organic reaction: reactants, conditions, products, and yield The reactants are C1CCOC1, Cc1cscn1, [Li]CCCC, COCc1cccc(Cn2nnc3c(Cl)nc(N)nc32)n1, c1ccc(P(c2ccccc2)(c2ccccc2)[Pd](P(c2ccccc2)(c2ccccc2)c2ccccc2)(P(c2ccccc2)(c2ccccc2)c2ccccc2)P(c2ccccc2)(c2ccccc2)c2ccccc2)cc1. Yields the product COCc1cccc(Cn2nnc3c(-c4nc(C)cs4)nc(N)nc32)n1. Reaction SMILES: [CH2:33]1[O:34][CH2:35][CH2:36][CH2:37]1.[CH3:1][c:2]1[cH:3][s:4][cH:5][n:6]1.[CH3:7][CH2:8][CH2:9][CH2:10][Li:11].[Cl:12][c:13]1[c:14]2[c:15]([n:16][c:17]([NH2:19])[n:18]1)[n:20]([CH2:23][c:24]1[n:25][c:26]([CH2:30][O:31][CH3:32])[cH:27][cH:28][cH:29]1)[n:21][n:22]2.[cH:38]1[cH:39][cH:40][c:41]([P:42]([Pd:43]([P:44]([c:45]2[cH:46][cH:47][cH:48][cH:49][cH:50]2)([c:51]2[cH:52][cH:53][cH:54][cH:55][cH:56]2)[c:57]2[cH:58][cH:59][cH:60][cH:61][cH:62]2)([P:63]([c:64]2[cH:65][cH:66][cH:67][cH:68][cH:69]2)([c:70]2[cH:71][cH:72][cH:73][cH:74][cH:75]2)[c:76]2[cH:77][cH:78][cH:79][cH:80][cH:81]2)[P:82]([c:83]2[cH:84][cH:85][cH:86][cH:87][cH:88]2)([c:89]2[cH:90][cH:91][cH:92][cH:93][cH:94]2)[c:95]2[cH:96][cH:97][cH:98][cH:99][cH:100]2)([c:101]2[cH:102][cH:103][cH:104][cH:105][cH:106]2)[c:107]2[cH:108][cH:109][cH:110][cH:111][cH:112]2)[cH:113][cH:114]1>>[CH3:1][c:2]1[cH:3][s:4][c:5](-[c:13]2[c:14]3[c:15]([n:16][c:17]([NH2:19])[n:18]2)[n:20]([CH2:23][c:24]2[n:25][c:26]([CH2:30][O:31][CH3:32])[cH:27][cH:28][cH:29]2)[n:21][n:22]3)[n:6]1.